Task: describe an organic reaction: reactants, conditions, products, and yield. Dataset: the Open Reaction Database (ORD), a public repository of structured organic reaction records The yield is 98.5%. The product is N[C@H](CC1=C(NC2=CC=CC=C12)C#N)C(=O)N[C@H](CCCC)C(=O)OC (H-DTrp(2-CN)-DNle-OMe). The solvent is C(=O)O (formic acid). Reactants: N([C@H](CC1=C(NC2=CC=CC=C12)C#N)C(=O)N[C@H](CCCC)C(=O)OC)C(=O)OC(C)(C)C (Boc-DTrp(2-CN)-DNle-OMe). Procedure: A solution of Boc-DTrp(2-CN)-DNle-OMe (52 mg, prepared in Example (2-b)) in formic acid (5 mL) was stirred at room temperature for 1 h, and then evaporated. The residue was dissolved in ethyl acetate (60 mL) and the solution was washed with sat. aq. NaHCO3 (30 mL) and brine (30 mL), dried over MgSO4 and evaporated under reduced pressure to give the product (40 mg). RXN SMILES: [NH:1](C(OC(C)(C)C)=O)[C@@H:2]([C:15]([NH:17][C@@H:18]([C:23]([O:25][CH3:26])=[O:24])[CH2:19][CH2:20][CH2:21][CH3:22])=[O:16])[CH2:3][C:4]1[C:12]2[C:7](=[CH:8][CH:9]=[CH:10][CH:11]=2)[NH:6][C:5]=1[C:13]#[N:14]>C(O)=O>[NH2:1][C@@H:2]([C:15]([NH:17][C@@H:18]([C:23]([O:25][CH3:26])=[O:24])[CH2:19][CH2:20][CH2:21][CH3:22])=[O:16])[CH2:3][C:4]1[C:12]2[C:7](=[CH:8][CH:9]=[CH:10][CH:11]=2)[NH:6][C:5]=1[C:13]#[N:14]. Reactants: O=C(Cl)c1ccc(Br)cc1, C1CCOC1, CNC(C)=CC(=O)OC, O, c1ccncc1. Yields the product COC(=O)C(C(C)=O)C(=O)c1ccc(Br)cc1. Reaction SMILES: [Br:16][c:17]1[cH:18][cH:19][c:20]([C:21](=[O:22])[Cl:23])[cH:24][cH:25]1.[CH2:27]1[O:28][CH2:29][CH2:30][CH2:31]1.[CH3:1][O:2][C:3]([CH:4]=[C:5]([CH3:6])[NH:7][CH3:8])=[O:9].[OH2:26].[cH:10]1[cH:11][cH:12][n:13][cH:14][cH:15]1>>[CH3:1][O:2][C:3]([CH:4]([C:5]([CH3:6])=[O:26])[C:21]([c:20]1[cH:19][cH:18][c:17]([Br:16])[cH:25][cH:24]1)=[O:22])=[O:9]. Starting materials: C(C)C(CN)CCCC (2-ethylhexylamine), CC(=CC(=O)Cl)C (β-methylcrotonyl chloride). The solvent is CCCCCC (n-hexane). Yields the product C(C)C(CNC(C=C(C)C)=O)CCCC (N-(2-ethylhexyl)-β-methylcrotonamide). The yield is 83.3%. Reaction SMILES: [CH2:1]([CH:3]([CH2:6][CH2:7][CH2:8][CH3:9])[CH2:4][NH2:5])[CH3:2].[CH3:10][C:11]([CH3:16])=[CH:12][C:13](Cl)=[O:14]>CCCCCC>[CH2:1]([CH:3]([CH2:6][CH2:7][CH2:8][CH3:9])[CH2:4][NH:5][C:13](=[O:14])[CH:12]=[C:11]([CH3:16])[CH3:10])[CH3:2]. Procedure details: In 20 ml of n-hexane was dissolved 1.40 g (0.011 mol) of 2-ethylhexylamine. With stirring, 1.20 g (0.01 mol) of β-methylcrotonyl chloride was added to the solution. After reaction, the reaction mixture was washed first with diluted hydrochloric acid and then with 10% sodium hydroxide solution and subsequently dried with sodium sulfate. The solvent was distilled off and the residue was further distilled in vacuum. A fraction having a boiling point of 133°-134° C./l mmHg was collected, obtaining 1...